This data is from the Open Reaction Database (ORD), a public repository of structured organic reaction records. The task is: describe an organic reaction: reactants, conditions, products, and yield Reactants: [C-]#N, [C-]#N, CN(C)C=O, COC(=O)c1cc(-c2ccccc2)nc2ccc(Br)cc12, [Cl-], [Na+], O, [Zn+2], c1ccc(P(c2ccccc2)(c2ccccc2)[Pd](P(c2ccccc2)(c2ccccc2)c2ccccc2)(P(c2ccccc2)(c2ccccc2)c2ccccc2)P(c2ccccc2)(c2ccccc2)c2ccccc2)cc1. Product: COC(=O)c1cc(-c2ccccc2)nc2ccc(C#N)cc12. As a reaction SMILES: [C-:29]#[N:30].[C-:32]#[N:33].[CH3:1][N:2]([CH3:3])[CH:4]=[O:5].[CH3:6][O:7][C:8](=[O:9])[c:10]1[cH:11][c:12](-[c:21]2[cH:22][cH:23][cH:24][cH:25][cH:26]2)[n:13][c:14]2[cH:15][cH:16][c:17]([Br:20])[cH:18][c:19]12.[Cl-:28].[Na+:27].[OH2:111].[Zn+2:31].[cH:34]1[cH:35][cH:36][c:37]([P:38]([Pd:39]([P:40]([c:41]2[cH:42][cH:43][cH:44][cH:45][cH:46]2)([c:47]2[cH:48][cH:49][cH:50][cH:51][cH:52]2)[c:53]2[cH:54][cH:55][cH:56][cH:57][cH:58]2)([P:59]([c:60]2[cH:61][cH:62][cH:63][cH:64][cH:65]2)([c:66]2[cH:67][cH:68][cH:69][cH:70][cH:71]2)[c:72]2[cH:73][cH:74][cH:75][cH:76][cH:77]2)[P:78]([c:79]2[cH:80][cH:81][cH:82][cH:83][cH:84]2)([c:85]2[cH:86][cH:87][cH:88][cH:89][cH:90]2)[c:91]2[cH:92][cH:93][cH:94][cH:95][cH:96]2)([c:97]2[cH:98][cH:99][cH:100][cH:101][cH:102]2)[c:103]2[cH:104][cH:105][cH:106][cH:107][cH:108]2)[cH:109][cH:110]1>>[C:1](#[N:2])[c:17]1[cH:16][cH:15][c:14]2[n:13][c:12](-[c:21]3[cH:22][cH:23][cH:24][cH:25][cH:26]3)[cH:11][c:10]([C:8]([O:7][CH3:6])=[O:9])[c:19]2[cH:18]1. Starting materials: CCOCCOc1ccc2c(COc3cccc4[nH]c(C(=O)O)cc34)coc2c1, CC1CN(CCC2(O)CCC(N)CC2)CCC1O. Yields the product CCOCCOc1ccc2c(COc3cccc4[nH]c(C(=O)NC5CCC(O)(CCN6CCC(O)C(C)C6)CC5)cc34)coc2c1. Reaction SMILES: [CH2:1]([CH3:2])[O:3][CH2:4][CH2:5][O:6][c:7]1[cH:8][c:9]2[c:10]([c:11]([CH2:14][O:15][c:16]3[c:17]4[cH:18][c:19]([C:25](=[O:26])[OH:27])[nH:20][c:21]4[cH:22][cH:23][cH:24]3)[cH:12][o:13]2)[cH:28][cH:29]1.[NH2:30][CH:31]1[CH2:32][CH2:33][C:34]([OH:37])([CH2:38][CH2:39][N:40]2[CH2:41][CH:42]([CH3:47])[CH:43]([OH:46])[CH2:44][CH2:45]2)[CH2:35][CH2:36]1>>[CH2:1]([CH3:2])[O:3][CH2:4][CH2:5][O:6][c:7]1[cH:8][c:9]2[c:10]([c:11]([CH2:14][O:15][c:16]3[c:17]4[cH:18][c:19]([C:25](=[O:26])[NH:30][CH:31]5[CH2:32][CH2:33][C:34]([OH:37])([CH2:38][CH2:39][N:40]6[CH2:41][CH:42]([CH3:47])[CH:43]([OH:46])[CH2:44][CH2:45]6)[CH2:35][CH2:36]5)[nH:20][c:21]4[cH:22][cH:23][cH:24]3)[cH:12][o:13]2)[cH:28][cH:29]1. Starting materials: tetrakistriphenylphosphine palladium, BrC1=C(C=CC=C1C)C (2-bromo-1,3-dimethylbenzene), FC1=C(C=C(C=C1)C=O)B(O)O (2-fluoro-5-formylphenyl boronic acid), C([O-])([O-])=O.[Na+].[Na+] (sodium carbonate), C(C)O (ethanol). Solvent: C1(=CC=CC=C1)C (toluene). Conditions: temperature 80 celsius, time 8 hour. Yields the product FC1=CC=C(C=C1C1=C(C=CC=C1C)C)C=O (6-fluoro-2′,6′-dimethylbiphenyl-3-carbaldehyde). As a reaction SMILES: Br[C:2]1[C:7]([CH3:8])=[CH:6][CH:5]=[CH:4][C:3]=1[CH3:9].[F:10][C:11]1[CH:16]=[CH:15][C:14]([CH:17]=[O:18])=[CH:13][C:12]=1B(O)O.C(=O)([O-])[O-].[Na+].[Na+].C(O)C>C1(C)C=CC=CC=1>[F:10][C:11]1[C:12]([C:2]2[C:7]([CH3:8])=[CH:6][CH:5]=[CH:4][C:3]=2[CH3:9])=[CH:13][C:14]([CH:17]=[O:18])=[CH:15][CH:16]=1 |f:2.3.4|. Procedure: In an atmosphere of nitrogen, tetrakistriphenylphosphine palladium was added to a mixture of 2-bromo-1,3-dimethylbenzene, 2-fluoro-5-formylphenyl boronic acid, a 1 M sodium carbonate aqueous solution, ethanol and toluene, followed by stirring at 80° C. for 8 hours to obtain 6-fluoro-2′,6′-dimethylbiphenyl-3-carbaldehyde. Under cooling on an ice-methanol bath, sodium borohydride was added in small portions to an ethanol solution of the resulting 6-fluoro-2′,6′-dimethylbiphenyl-3-carbaldehyde, and... Starting materials: OCC=1C=C(C=CC1OC)CC(C(=O)OCC)OC(C)C (ethyl 3-[3-(hydroxymethyl)-4-methoxyphenyl]-2-isopropoxypropanoate), FC(C1=CC=C(C=C1)N=C=O)(F)F (α,α,α-trifluoro-p-tolylisocyanate). Yields the product C(C)(C)OC(C(=O)O)CC1=CC(=C(C=C1)OC)COC(=O)NC1=CC=C(C=C1)C(F)(F)F (2-Isopropoxy-3-{4-methoxy-3-[({[4-(trifluoromethyl)-anilino]carbonyl}oxy)methyl]phenyl}propanoic acid). Reaction SMILES: [OH:1][CH2:2][C:3]1[CH:4]=[C:5]([CH2:11][CH:12]([O:18][CH:19]([CH3:21])[CH3:20])[C:13]([O:15]CC)=[O:14])[CH:6]=[CH:7][C:8]=1[O:9][CH3:10].[F:22][C:23]([F:34])([F:33])[C:24]1[CH:29]=[CH:28][C:27]([N:30]=[C:31]=[O:32])=[CH:26][CH:25]=1>>[CH:19]([O:18][CH:12]([CH2:11][C:5]1[CH:6]=[CH:7][C:8]([O:9][CH3:10])=[C:3]([CH2:2][O:1][C:31]([NH:30][C:27]2[CH:26]=[CH:25][C:24]([C:23]([F:22])([F:33])[F:34])=[CH:29][CH:28]=2)=[O:32])[CH:4]=1)[C:13]([OH:15])=[O:14])([CH3:20])[CH3:21]. Procedure details: Using ethyl 3-[3-(hydroxymethyl)-4-methoxyphenyl]-2-isopropoxypropanoate and α,α,α-trifluoro-p-tolylisocyanate, the title compound was obtained in the same manner as described in Example 148. The reactants are C(C)(C)(C)OC(=O)N[C@H]([C@]([C@H](NC(CCCCC(C)C)=O)CO)(C)O)C (4(S)-t-butoxycarbonylamino-3(S)-hydroxy-6-methylheptanoyl-L-isoleucinol), Cl (hydrogen chloride). Run in O1CCOCC1 (dioxane). The product is Cl.N[C@H]([C@]([C@H](NC(CCCCC(C)C)=O)CO)(C)O)C (4(S)-amino-3(S)-hydroxy-6-methylheptanoyl-L-isoleucinol hydrochloride). RXN SMILES: C(OC([NH:8][C@@H:9]([CH3:26])[C@@:10]([OH:25])([CH3:24])[C@@H:11]([CH2:22][OH:23])[NH:12][C:13](=[O:21])[CH2:14][CH2:15][CH2:16][CH2:17][CH:18]([CH3:20])[CH3:19])=O)(C)(C)C.[ClH:27]>O1CCOCC1>[ClH:27].[NH2:8][C@@H:9]([CH3:26])[C@@:10]([OH:25])([CH3:24])[C@@H:11]([CH2:22][OH:23])[NH:12][C:13](=[O:21])[CH2:14][CH2:15][CH2:16][CH2:17][CH:18]([CH3:20])[CH3:19] |f:3.4|. Procedure details: Meanwhile, the t-butoxycarbonyl group was removed from 412 mg (1.1 mmole) of 4(S)-t-butoxycarbonylamino-3(S)-hydroxy-6-methylheptanoyl-L-isoleucinol with 6N hydrogen chloride in dioxane, as described in Example 1(b), to yield 4(S)-amino-3(S)-hydroxy-6-methylheptanoyl-L-isoleucinol hydrochloride. This product was dissolved in 5 ml of dimethylformamide, and the resulting solution was added to the above-mentioned hydrazide solution, and the mixture was stirred at 4° C. for 7 days. The solvent was d... Reactants: ClC1=CC(=C(C=C1)N1N=NN(C1=O)CCCF)F (1-(4-chloro-2-fluorophenyl)-1,4-dihydro-4-(3-fluoropropyl)-5H-tetrazol-5-one), [N+](=O)(O)[O-] (nitric acid), ice water. The solvent is S(O)(O)(=O)=O (sulfuric acid). Conditions: time 2 hour. Yields the product ClC1=CC(=C(C=C1[N+](=O)[O-])N1N=NN(C1=O)CCCF)F (1-(4-chloro-2-fluoro-5-nitrophenyl)-1,4-dihydro-4-(3-fluoropropyl)-5H-tetrazol-5-one). Isolated yield 79.6%. As a reaction SMILES: [Cl:1][C:2]1[CH:7]=[CH:6][C:5]([N:8]2[C:12](=[O:13])[N:11]([CH2:14][CH2:15][CH2:16][F:17])[N:10]=[N:9]2)=[C:4]([F:18])[CH:3]=1.[N+:19]([O-])([OH:21])=[O:20]>S(=O)(=O)(O)O>[Cl:1][C:2]1[C:7]([N+:19]([O-:21])=[O:20])=[CH:6][C:5]([N:8]2[C:12](=[O:13])[N:11]([CH2:14][CH2:15][CH2:16][F:17])[N:10]=[N:9]2)=[C:4]([F:18])[CH:3]=1. Reported procedure: To a stirred solution of 3.1 grams (0.011 mole) of 1-(4-chloro-2-fluorophenyl)-1,4-dihydro-4-(3-fluoropropyl)-5H-tetrazol-5-one in 5 ml of concentrated sulfuric acid was added dropwise 0.9 ml (0.011 mole) of 70% nitric acid. Upon completion of addition the reaction mixture was stirred for two hours at ambient temperature then was poured into ice-water. The mixture was extracted with diethyl ether. The combined extracts were dried with magnesium sulfate and filtered. The filtrate was concentrated... Reactants: C(C)(C)(C)OC(C(CC(C)C)NC(C1=C(C=C(C=C1)F)SSC1=C(C=CC(=C1)F)C(NC(CC(C)C)C(=O)OC(C)(C)C)=O)=O)=O (2-[2-[2-(1-tert-Butoxycarbonyl-3-methylbutylcarbamoyl)-5-fluoro-phenyldisulfanyl]-4-fluorobenzoylamino]-4-methyl-pentanoic acid tert-butyl ester), FC(C(=O)O)(F)F (trifluoroacetic acid), C1(=CC=CC=C1)OC (anisole). The solvent is ClCCl (dichloromethane). Yields the product C(=O)(O)C(CC(C)C)NC(=O)C1=C(C=C(C=C1)F)SSC1=C(C(=O)NC(C(=O)O)CC(C)C)C=CC(=C1)F (2-{2-[2-(1-Carboxy-3-methyl-butylcarbamoyl)-5-fluoro-phenyldisulfanyl]-4-fluorobenzoylamino}-4-methyl-pentanoic acid). Yield: 62.5%. Reaction SMILES: C([O:5][C:6](=[O:46])[CH:7]([NH:12][C:13](=[O:45])[C:14]1[CH:19]=[CH:18][C:17]([F:20])=[CH:16][C:15]=1[S:21][S:22][C:23]1[CH:28]=[C:27]([F:29])[CH:26]=[CH:25][C:24]=1[C:30](=[O:44])[NH:31][CH:32]([C:37]([O:39]C(C)(C)C)=[O:38])[CH2:33][CH:34]([CH3:36])[CH3:35])[CH2:8][CH:9]([CH3:11])[CH3:10])(C)(C)C.FC(F)(F)C(O)=O.C1(OC)C=CC=CC=1>ClCCl>[C:37]([CH:32]([NH:31][C:30]([C:24]1[CH:25]=[CH:26][C:27]([F:29])=[CH:28][C:23]=1[S:22][S:21][C:15]1[CH:16]=[C:17]([F:20])[CH:18]=[CH:19][C:14]=1[C:13]([NH:12][CH:7]([CH2:8][CH:9]([CH3:10])[CH3:11])[C:6]([OH:46])=[O:5])=[O:45])=[O:44])[CH2:33][CH:34]([CH3:36])[CH3:35])([OH:39])=[O:38]. Reported procedure: This compound was prepared according to the procedure described in Example 50 using [S-(R*,R*)]-2-[2-[2-(1-tert-butoxycarbonyl-3-methyl-butylcarbamoyl)-5-fluoro-phenyldisulfanyl]-4-fluorobenzoylamino]-4-methyl-pentanoic acid tert-butyl ester (3.1 g, 4.5 mmol) from Example 27, 30 mL dichloromethane, 30 mL trifluoroacetic acid, and 3.0 mL anisole. The crude product was recrystallized from dimethylformamide/methanol/water to afford 1.6 g of the title compound, mp 261°-262° C. Starting materials: C[C@H]1N(CCC1)CCCOC1=CC=C(C=C1)N1N=CC(=C1)NC(C)=O (N-[1-(4-{3-[(2R)-2-methylpyrrolidin-1-yl]propoxy}phenyl)-1H-pyrazol-4-yl]acetamide), [H-].[Na+] (sodium hydride), IC (iodomethane). RXN SMILES: [CH3:1][C@@H:2]1[CH2:6][CH2:5][CH2:4][N:3]1[CH2:7][CH2:8][CH2:9][O:10][C:11]1[CH:16]=[CH:15][C:14]([N:17]2[CH:21]=[C:20]([NH:22][C:23](=[O:25])[CH3:24])[CH:19]=[N:18]2)=[CH:13][CH:12]=1.[H-].[Na+].I[CH3:29]>O1CCCC1.O>[CH3:29][N:22]([C:20]1[CH:19]=[N:18][N:17]([C:14]2[CH:15]=[CH:16][C:11]([O:10][CH2:9][CH2:8][CH2:7][N:3]3[CH2:4][CH2:5][CH2:6][C@H:2]3[CH3:1])=[CH:12][CH:13]=2)[CH:21]=1)[C:23](=[O:25])[CH3:24] |f:1.2|. The solvent is O (water), O1CCCC1 (tetrahydrofuran). Run at time 1.5 hour. Product: CN(C(C)=O)C=1C=NN(C1)C1=CC=C(C=C1)OCCCN1[C@@H](CCC1)C (N-methyl-N-[1-(4-{3-[(2R)-2-methylpyrrolidin-1-yl]propoxy}phenyl)-1H-pyrazol-4-yl]acetamide). Procedure: To a solution of N-[1-(4-{3-[(2R)-2-methylpyrrolidin-1-yl]propoxy}phenyl)-1H-pyrazol-4-yl]acetamide obtained in Example 37 (0.34 g) in tetrahydrofuran (3.5 mL), sodium hydride (55% in mineral oil, 0.048 g) was added and iodomethane (0.225 g) was then added dropwise under ice cooling, followed by stirring at room temperature for 1.5 hours. The reaction mixture was diluted with water and extracted with ethyl acetate. The organic layer was washed with water and brine, dried over sodium sulfate and ... Yield: 52.8%. Starting materials: S(=O)([O-])S(=O)[O-].[Na+].[Na+] (sodium dithionite), C(=O)([O-])[O-].[K+].[K+] (K2CO3), BrC1=C(C=C(C=O)C=C1)[N+](=O)[O-] (4-Bromo-3-nitrobenzaldehyde). The reagents and catalysts are [Br-].[Br-].C(CCCCCC)[N+]1=CC=C(C=C1)C1=CC=[N+](C=C1)CCCCCCC (N,N′-diheptyl-4,4′-bipyridinium dibromide). Solvent: O (water), C(Cl)Cl (CH2Cl2), O (water). Reaction conditions: temperature 5 celsius, time 4 hour. Product: NC=1C=C(C=O)C=CC1Br (3-Amino-4-bromobenzaldehyde). Yield: 83.1%. RXN SMILES: [Br:1][C:2]1[CH:9]=[CH:8][C:5]([CH:6]=[O:7])=[CH:4][C:3]=1[N+:10]([O-])=O.S(S([O-])=O)([O-])=O.[Na+].[Na+].C([O-])([O-])=O.[K+].[K+]>C(Cl)Cl.O.[Br-].[Br-].C([N+]1C=CC(C2C=C[N+](CCCCCCC)=CC=2)=CC=1)CCCCCC>[NH2:10][C:3]1[CH:4]=[C:5]([CH:8]=[CH:9][C:2]=1[Br:1])[CH:6]=[O:7] |f:1.2.3,4.5.6,9.10.11|. Procedure details: (Reference: Park, K. K.; Oh, C. H.; Joung, W. K. Tetrahedron Lett. 1993, 34, 7445-7446) The product from Example 60A (992 mg, 4.31 mmol) in CH2Cl2 at 23° C. (6 mL) was treated with water (1.5 mL) and N,N′-diheptyl-4,4′-bipyridinium dibromide (43 mg, 10 mg/mmol of substrate). The biphasic mixture was cooled to 5° C. and treated with a solution of sodium dithionite (3.00 g, 17.2 mmol) and K2CO3 (2.68 g, 19.4 mmol) in water (3.5 mL). The cooling bath was removed and the biphasic mixture stirred vig... Reactants: C(C1=CC=CC=C1)NCC(=O)OCC (ethyl N-benzyl-glycinate), C(=O)(OCC1=CC=CC=C1)N[C@@H](C)C(=O)O (N-carbobenzyloxy-L-alanine), C1(CCCCC1)N=C=NC1CCCCC1 (N,N'-dicyclohexylcarbodiimide). The solvent is C(Cl)Cl (methylene chloride), C(Cl)Cl (methylene chloride). Reaction conditions: time 10 minute. Product: C(=O)(OCC1=CC=CC=C1)N[C@@H](C)C(=O)N(CC(=O)OCC)CC1=CC=CC=C1 (Ethyl N-Carbobenzyloxy-L-Alanyl-N-Benzyl-Glycinate). As a reaction SMILES: [CH2:1]([NH:8][CH2:9][C:10]([O:12][CH2:13][CH3:14])=[O:11])[C:2]1[CH:7]=[CH:6][CH:5]=[CH:4][CH:3]=1.[C:15]([NH:25][C@H:26]([C:28](O)=[O:29])[CH3:27])([O:17][CH2:18][C:19]1[CH:24]=[CH:23][CH:22]=[CH:21][CH:20]=1)=[O:16].C1(N=C=NC2CCCCC2)CCCCC1>C(Cl)Cl>[C:15]([NH:25][C@H:26]([C:28]([N:8]([CH2:1][C:2]1[CH:7]=[CH:6][CH:5]=[CH:4][CH:3]=1)[CH2:9][C:10]([O:12][CH2:13][CH3:14])=[O:11])=[O:29])[CH3:27])([O:17][CH2:18][C:19]1[CH:24]=[CH:23][CH:22]=[CH:21][CH:20]=1)=[O:16]. Procedure: To a solution of ethyl N-benzyl-glycinate (47.5 g, 0.268 mol) and N-carbobenzyloxy-L-alanine (60.0 g, 0.268 mol) in 600 ml of methylene chloride at 0° C. was added dropwise a solution of N,N'-dicyclohexylcarbodiimide (55.2 g, 0.268 mol) in 600 ml methylene chloride over a 1 hour period. After the addition was complete the solution was stirred for 10 min., warmed to room temperature and continued stirring overnight. The solution was filtered, washed with dilute aqueous HCl, H2O, saturated NaHCO3,...